From a dataset of the Open Reaction Database (ORD), a public repository of structured organic reaction records. describe an organic reaction: reactants, conditions, products, and yield Reactants: FC(C1=CC=C(C=C1)N1N=C(N=C1)C1=CC=C(C=C1)CCC(=O)N=[N+]=[N-])(F)F.N(=C=O)CCC1=CC=C(C=C1)C1=NN(C=N1)C1=CC=C(C=C1)C(F)(F)F (3-(4-(1-(4-(trifluoromethyl)phenyl)-1H-1,2,4-triazol-3-yl)phenyl)propanoyl azide 3-(4-(2-isocyanatoethyl)phenyl)-1-(4-(trifluoromethyl)phenyl)-1H-1,2,4-triazole), C(C)(C)C1=C(C=C(C=C1)OC)NC(=S)N (1-(2-isopropyl-5-methoxyphenyl)thiourea). Yields the product C(C)(C)C1=C(C=C(C=C1)OC)N1/C(/SCC1=O)=N/C(=O)NCCC1=CC=C(C=C1)C1=NN(C=N1)C1=CC=C(C=C1)C(F)(F)F ((Z)-1-(3-(2-isopropyl-5-methoxyphenyl)-4-oxothiazolidin-2-ylidene)-3-(4-(1-(4-(trifluoromethyl)phenyl)-1H-1,2,4-triazol-3-yl)phenethyl)urea), foam. The yield is 30.0%. RXN SMILES: FC(F)(F)C1C=CC(N2C=NC(C3C=CC(C[CH2:21][C:22](N=[N+]=[N-])=[O:23])=CC=3)=N2)=CC=1.[N:29]([CH2:32][CH2:33][C:34]1[CH:39]=[CH:38][C:37]([C:40]2[N:44]=[CH:43][N:42]([C:45]3[CH:50]=[CH:49][C:48]([C:51]([F:54])([F:53])[F:52])=[CH:47][CH:46]=3)[N:41]=2)=[CH:36][CH:35]=1)=[C:30]=[O:31].[CH:55]([C:58]1[CH:63]=[CH:62][C:61]([O:64][CH3:65])=[CH:60][C:59]=1[NH:66][C:67]([NH2:69])=[S:68])([CH3:57])[CH3:56]>>[CH:55]([C:58]1[CH:63]=[CH:62][C:61]([O:64][CH3:65])=[CH:60][C:59]=1[N:66]1[C:22](=[O:23])[CH2:21][S:68]/[C:67]/1=[N:69]\[C:30]([NH:29][CH2:32][CH2:33][C:34]1[CH:39]=[CH:38][C:37]([C:40]2[N:44]=[CH:43][N:42]([C:45]3[CH:50]=[CH:49][C:48]([C:51]([F:54])([F:53])[F:52])=[CH:47][CH:46]=3)[N:41]=2)=[CH:36][CH:35]=1)=[O:31])([CH3:57])[CH3:56] |f:0.1|. Reported procedure: The title compound was prepared as described in Example 35 using 3-(4-(1-(4-(trifluoromethyl)phenyl)-1H-1,2,4-triazol-3-yl)phenyl)propanoyl azide/3-(4-(2-isocyanatoethyl)phenyl)-1-(4-(trifluoromethyl)phenyl)-1H-1,2,4-triazole (C35b) and 1-(2-isopropyl-5-methoxyphenyl)thiourea (CA40) and isolated as a brown foam (0.040 g, 30%). The reactants are C(C(C)C)C1=CC(=CC(=N1)C(=O)O)OC (6-isobutyl-4-methoxy-pyridine-2-carboxylic acid), OC1=C(C=C(C(=N)NO)C=C1C)C (4,N-dihydroxy-3,5-dimethyl-benzamidine). Yields the product C(C(C)C)C1=CC(=CC(=N1)C1=NC(=NO1)C1=CC(=C(C(=C1)C)O)C)OC (4-[5-(6-Isobutyl-4-methoxy-pyridin-2-yl)-[1,2,4]oxadiazol-3-yl]-2,6-dimethyl-phenol). Reaction SMILES: [CH2:1]([C:5]1[N:10]=[C:9]([C:11]([OH:13])=O)[CH:8]=[C:7]([O:14][CH3:15])[CH:6]=1)[CH:2]([CH3:4])[CH3:3].[OH:16][C:17]1[C:26]([CH3:27])=[CH:25][C:20]([C:21]([NH:23]O)=[NH:22])=[CH:19][C:18]=1[CH3:28]>>[CH2:1]([C:5]1[N:10]=[C:9]([C:11]2[O:13][N:23]=[C:21]([C:20]3[CH:25]=[C:26]([CH3:27])[C:17]([OH:16])=[C:18]([CH3:28])[CH:19]=3)[N:22]=2)[CH:8]=[C:7]([O:14][CH3:15])[CH:6]=1)[CH:2]([CH3:3])[CH3:4]. Procedure details: The title compound is prepared in analogy to Example 2 starting from 6-isobutyl-4-methoxy-pyridine-2-carboxylic acid and 4,N-dihydroxy-3,5-dimethyl-benzamidine; LC-MS: tR=1.01 min, [M+H]+=354.28; 1H NMR (CDCl3): δ 0.99 (d, J=6.8 Hz, 6H), 2.19-2.28 (m, 1H), 2.35 (s, 6H), 2.78 (d, J=7.5 Hz, 2H), 3.98 (s, 3H), 4.96 (s, 1H), 6.85 (d, J=2.3 Hz, 1H), 7.70 (d, J=2.3 Hz, 1H), 7.88 (s, 2H). Starting materials: C(C)OC(=O)C1N(CC(C1)S(=O)(=O)C1=C(C=CC=C1)C(F)(F)F)C1=C(C=CC=C1)C1=CC=CC=C1 (1-biphenyl-2-yl-4-(2-trifluoromethyl-benzenesulfonyl)-pyrrolidine-2-carboxylic acid ethyl ester), [OH-].[Li+] (lithium hydroxide). Yields the product C1(=C(C=CC=C1)N1C(CC(C1)S(=O)(=O)C1=C(C=CC=C1)C(F)(F)F)C(=O)O)C1=CC=CC=C1 (1-Biphenyl-2-yl-4-(2-trifluoromethyl-benzenesulfonyl)-pyrrolidine-2-carboxylic acid). As a reaction SMILES: C([O:3][C:4]([CH:6]1[CH2:10][CH:9]([S:11]([C:14]2[CH:19]=[CH:18][CH:17]=[CH:16][C:15]=2[C:20]([F:23])([F:22])[F:21])(=[O:13])=[O:12])[CH2:8][N:7]1[C:24]1[CH:29]=[CH:28][CH:27]=[CH:26][C:25]=1[C:30]1[CH:35]=[CH:34][CH:33]=[CH:32][CH:31]=1)=[O:5])C.[OH-].[Li+]>>[C:25]1([C:30]2[CH:35]=[CH:34][CH:33]=[CH:32][CH:31]=2)[CH:26]=[CH:27][CH:28]=[CH:29][C:24]=1[N:7]1[CH2:8][CH:9]([S:11]([C:14]2[CH:19]=[CH:18][CH:17]=[CH:16][C:15]=2[C:20]([F:22])([F:23])[F:21])(=[O:12])=[O:13])[CH2:10][CH:6]1[C:4]([OH:5])=[O:3] |f:1.2|. Reported procedure: In analogy to the procedure described in example 253e, 1-biphenyl-2-yl-4-(2-trifluoromethyl-benzenesulfonyl)-pyrrolidine-2-carboxylic acid ethyl ester was saponified in the presence of lithium hydroxide to give the title compound as white solid which was used in the next step without further purification. MS (ESI): m/z=476.1 [M+H]+.